Dataset: the Open Reaction Database (ORD), a public repository of structured organic reaction records. Task: describe an organic reaction: reactants, conditions, products, and yield Starting materials: [BH4-].[Na+] (sodium borohydride), ice water, [I-].OCC[N+]1=CC=C(C=C1)C1=CC(=C(C=C1)[N+](=O)[O-])OC(C)C (1-(2-hydroxyethyl)-4-[4-nitro-3-(propan-2-yloxy)phenyl]pyridinium iodide). Reagents/catalysts: O (water). Run in CO (methanol). Conditions: time 30 minute. Yields the product [N+](=O)([O-])C1=C(C=C(C=C1)C=1CCN(CC1)CCO)OC(C)C (2-{4-[4-nitro-3-(propan-2-yloxy)phenyl]-3,6-dihydropyridin-1(2H)-yl}ethanol). Yield: 89.0%. As a reaction SMILES: [BH4-].[Na+].[I-].[OH:4][CH2:5][CH2:6][N+:7]1[CH:12]=[CH:11][C:10]([C:13]2[CH:18]=[CH:17][C:16]([N+:19]([O-:21])=[O:20])=[C:15]([O:22][CH:23]([CH3:25])[CH3:24])[CH:14]=2)=[CH:9][CH:8]=1>CO.O>[N+:19]([C:16]1[CH:17]=[CH:18][C:13]([C:10]2[CH2:11][CH2:12][N:7]([CH2:6][CH2:5][OH:4])[CH2:8][CH:9]=2)=[CH:14][C:15]=1[O:22][CH:23]([CH3:25])[CH3:24])([O-:21])=[O:20] |f:0.1,2.3|. Procedure: A mixture of 100 mg of 4-[4-nitro-3-(propan-2-yloxy)phenyl]pyridine (see method 1) and 0.075 ml of 2-iodoethanol in 1.7 ml of acetonitrile is heated at 85° C. (bath) for 1 h. 75 μl of 2-iodoethanol are then added and the heating is continued for 15 h at 91° C. The mixture is then concentrated under vacuum, so as to obtain a solid which is taken up with 10 ml of ethyl ether. The resulting heterogeneous mixture is filtered and the solid is rinsed with ethyl ether and dried under reduced pressure, ... Reactants: COC1=CC(=NC(=N1)SC2=C(C(=CC=C2)Cl)C(=O)[O-])OC.[Na+] (Pyrithiobac-sodium), COC1=CC(=NC(=N1)OC2=C(C(=CC=C2)OC3=NC(=CC(=N3)OC)OC)C(=O)ON=C(C4=CC=CC=C4)C5=CC=CC=C5)OC (pyribenzoxim), CC1C2=C(C(=CC=C2)SC3=NC(=CC(=N3)OC)OC)C(=O)O1 (pyriftalid), COC1=CC(=NC(=N1)OC2=C(C(=CC=C2)OC3=NC(=CC(=N3)OC)OC)C(=O)[O-])OC.[Na+] (bispyribac-sodium), C/C(=N/OC)/C=1C=CC=C(C1C(=O)OC)OC=2N=C(C=C(N2)OC)OC (pyriminobac-methyl), COCC1=C(C(=CC=C1)C(C2=NC(=CC(=N2)OC)OC)O)NS(=O)(=O)C(F)F (pyrimisulfan). The product is N1=C(N=CC=C1)OC1=C(C(=O)O)C=CC=C1 (Pyrimidinyloxybenzoic Acid). Reaction SMILES: COC1N=C(SC2C=CC=C(Cl)C=2C([O-])=O)N=C(OC)C=1.[Na+].CO[C:25]1[N:30]=[C:29]([O:31][C:32]2[CH:37]=[CH:36][CH:35]=[C:34](OC3N=C(OC)C=C(OC)N=3)[C:33]=2[C:49]([O-:51])=[O:50])[N:28]=[C:27](OC)[CH:26]=1.[Na+].C/C(/C1C=CC=C(OC2N=C(OC)C=C(OC)N=2)C=1C(OC)=O)=N/OC.COC1N=C(OC2C=CC=C(OC3N=C(OC)C=C(OC)N=3)C=2C(ON=C(C2C=CC=CC=2)C2C=CC=CC=2)=O)N=C(OC)C=1.CC1OC(=O)C2C(SC3N=C(OC)C=C(OC)N=3)=CC=CC1=2.COCC1C=CC=C(C(O)C2N=C(OC)C=C(OC)N=2)C=1NS(C(F)F)(=O)=O>>[N:28]1[CH:27]=[CH:26][CH:25]=[N:30][C:29]=1[O:31][C:32]1[CH:37]=[CH:36][CH:35]=[CH:34][C:33]=1[C:49]([OH:51])=[O:50] |f:0.1,2.3|. Procedure: Pyrithiobac-sodium, bispyribac-sodium, pyriminobac-methyl, pyribenzoxim, pyriftalid, and pyrimisulfan. Starting materials: C1=CN(C=N1)C(=O)N2C=CN=C2 (CDI), NC(C(=O)C1=CC=C(C#N)C=C1)C(C)(C)C (4-(2-amino-3,3-dimethylbutanoyl)benzonitrile), Cl (HCl), Cl (HCl), TEA. The solvent is CN(C)C=O (DMF), CN(C)C=O (DMF). Conditions: temperature 25 celsius, time 30 minute. The product is NC(=O)N.N1C=NC=C1 (imidazole urea). Reaction SMILES: [CH:1]1[N:5]=[CH:4][N:3]([C:6]([N:8]2C=NC=C2)=[O:7])[CH:2]=1.NC(C(C)(C)C)C(C1C=CC(C#N)=CC=1)=O.Cl>CN(C=O)C>[NH2:3][C:6]([NH2:8])=[O:7].[NH:3]1[CH:2]=[CH:1][N:5]=[CH:4]1 |f:4.5|. Reported procedure: To a cleaned and dried 10 L reactor at Tj 22° C. was added CDI (153.7 g; 0.74 mol; 1.5 eq) followed by DMF (1 L; 8.0 vol) giving a clear pale yellow solution. To the solution above was added at Tj 22° C., 10 portions of a pre-made suspension/solution of 4-(2-amino-3,3-dimethylbutanoyl)benzonitrile×HCl (Example 3 prepared by method 2; 135 g; 0.50 mol; 1.0 eq), DMF (1 L; 8.0 vol) and TEA (127 g; 1.26 mol) during 30 min. The temperature was increased to 25° C. and the resulting mixture was stirred ... The reactants are C1(=CC=CC2=CC=CC=C12)S(=O)(=O)N[C@H](C(=O)O)CNC(C1=CC=C(C=C1)CCC(NC=1NCCCN1)=O)=O ((2S)-2-(naphthalene-1-sulfonylamino)-3-(4-(2-(1,4,5,6-tetrahydropyrimidin-2-ylcarbamoyl)-ethyl)-benzoylamino)-propionic acid), C(C)(C)O (isopropanol), S(O)(O)(=O)=O (sulfuric acid). Conditions: time 3 day. The product is C(C)(C)OC([C@H](CNC(C1=CC=C(C=C1)CCC(NC=1NCCCN1)=O)=O)NS(=O)(=O)C1=CC=CC2=CC=CC=C12)=O ((2S)-2-(Naphthalene-1-sulfonylamino)-3-(4-(2-(1,4,5,6-tetrahydropyrimidin-2-ylcarbamoyl)-ethyl)-benzoylamino)-propionic acid isopropyl ester). As a reaction SMILES: [C:1]1([S:11]([NH:14][C@@H:15]([CH2:19][NH:20][C:21](=[O:39])[C:22]2[CH:27]=[CH:26][C:25]([CH2:28][CH2:29][C:30](=[O:38])[NH:31][C:32]3[NH:33][CH2:34][CH2:35][CH2:36][N:37]=3)=[CH:24][CH:23]=2)[C:16]([OH:18])=[O:17])(=[O:13])=[O:12])[C:10]2[C:5](=[CH:6][CH:7]=[CH:8][CH:9]=2)[CH:4]=[CH:3][CH:2]=1.S(=O)(=O)(O)O.[CH:45](O)([CH3:47])[CH3:46]>>[CH:45]([O:17][C:16](=[O:18])[C@@H:15]([NH:14][S:11]([C:1]1[C:10]2[C:5](=[CH:6][CH:7]=[CH:8][CH:9]=2)[CH:4]=[CH:3][CH:2]=1)(=[O:13])=[O:12])[CH2:19][NH:20][C:21](=[O:39])[C:22]1[CH:27]=[CH:26][C:25]([CH2:28][CH2:29][C:30](=[O:38])[NH:31][C:32]2[NH:37][CH2:36][CH2:35][CH2:34][N:33]=2)=[CH:24][CH:23]=1)([CH3:47])[CH3:46]. Reported procedure: 1.5 g of (2S)-2-(naphthalene-1-sulfonylamino)-3-(4-(2-(1,4,5,6-tetrahydropyrimidin-2-ylcarbamoyl)-ethyl)-benzoylamino)-propionic acid was dissolved in 250 ml of isopropanol and 1 ml of concentrated sulfuric acid was added. The reaction solution was boiled for 3 days. The solvent was removed in vacuo, the residue was dissolved in dichloromethane and washed three times with saturated aqueous sodium bicarbonate solution. The aqueous phase was extracted once with dichloromethane and the combined org...